This data is from the Open Reaction Database (ORD), a public repository of structured organic reaction records. The task is: describe an organic reaction: reactants, conditions, products, and yield Starting materials: COC([C@@H](N)CC1=CNC2=CC=CC=C12)=O (L-tryptophan methyl ester), C1=CC2=C(C=C1C=O)OCO2 (piperonal). Product: COC(=O)[C@@H]1CC2=C(NC3=CC=CC=C23)[C@H](N1)C1=CC2=C(C=C1)OCO2 ((1R, 3S) methyl-1,2,3,4-tetrahydro-1-(3,4-methylenedioxyphenyl)-9H-pyrido[3,4-b]indole-3carboxylate). RXN SMILES: [CH3:1][O:2][C:3](=[O:16])[C@H:4]([CH2:6][C:7]1[C:15]2[C:10](=[CH:11][CH:12]=[CH:13][CH:14]=2)[NH:9][CH:8]=1)[NH2:5].[CH:17]1[C:22]([CH:23]=O)=[CH:21][C:20]2[O:25][CH2:26][O:27][C:19]=2[CH:18]=1>>[CH3:1][O:2][C:3]([C@H:4]1[NH:5][C@H:23]([C:22]2[CH:17]=[CH:18][C:19]3[O:27][CH2:26][O:25][C:20]=3[CH:21]=2)[C:8]2[NH:9][C:10]3[C:15]([C:7]=2[CH2:6]1)=[CH:14][CH:13]=[CH:12][CH:11]=3)=[O:16]. Procedure: The same method but starting from L-tryptophan methyl ester and piperonal gave the cis and trans isomers of the title compound. Starting materials: CC(C)(C)O, Clc1nc(NC2CC2)c2occc2n1, [K+], [K+], Nc1ccc2c(c1)NC(=O)CCC2, O=C([O-])[O-], O=C(C=Cc1ccccc1)C=Cc1ccccc1, O=C(C=Cc1ccccc1)C=Cc1ccccc1, O=C(C=Cc1ccccc1)C=Cc1ccccc1, [Pd], [Pd]. Yields the product O=C1CCCc2ccc(Nc3nc(NC4CC4)c4occc4n3)cc2N1. Reaction SMILES: [C:90]([OH:91])([CH3:92])([CH3:93])[CH3:94].[Cl:1][c:2]1[n:3][c:4]([NH:11][CH:12]2[CH2:13][CH2:14]2)[c:5]2[c:6]([n:7]1)[cH:8][cH:9][o:10]2.[K+:28].[K+:29].[NH2:15][c:16]1[cH:17][cH:18][c:19]2[c:20]([cH:27]1)[NH:21][C:22](=[O:26])[CH2:23][CH2:24][CH2:25]2.[O-:30][C:31]([O-:32])=[O:33].[O:36]=[C:37]([CH:38]=[CH:39][c:40]1[cH:41][cH:42][cH:43][cH:44][cH:45]1)[CH:46]=[CH:47][c:48]1[cH:49][cH:50][cH:51][cH:52][cH:53]1.[O:54]=[C:55]([CH:56]=[CH:57][c:58]1[cH:59][cH:60][cH:61][cH:62][cH:63]1)[CH:64]=[CH:65][c:66]1[cH:67][cH:68][cH:69][cH:70][cH:71]1.[O:72]=[C:73]([CH:74]=[CH:75][c:76]1[cH:77][cH:78][cH:79][cH:80][cH:81]1)[CH:82]=[CH:83][c:84]1[cH:85][cH:86][cH:87][cH:88][cH:89]1.[Pd:34].[Pd:35]>>[c:2]1([NH:15][c:16]2[cH:17][cH:18][c:19]3[c:20]([cH:27]2)[NH:21][C:22](=[O:26])[CH2:23][CH2:24][CH2:25]3)[n:3][c:4]([NH:11][CH:12]2[CH2:13][CH2:14]2)[c:5]2[c:6]([n:7]1)[cH:8][cH:9][o:10]2. The reactants are Cc1ccccc1, Cc1ccncc1N, CC(C)(CCl)N=C=O. Product: Cc1ccncc1NC(=O)NC(C)(C)CCl. Reaction SMILES: [CH3:17][c:18]1[cH:19][cH:20][cH:21][cH:22][cH:23]1.[CH3:1][c:2]1[c:3]([NH2:8])[cH:4][n:5][cH:6][cH:7]1.[Cl:9][CH2:10][C:11]([CH3:12])([CH3:13])[N:14]=[C:15]=[O:16]>>[CH3:1][c:2]1[c:3]([NH:8][C:15]([NH:14][C:11]([CH2:10][Cl:9])([CH3:12])[CH3:13])=[O:16])[cH:4][n:5][cH:6][cH:7]1.